From a dataset of the Open Reaction Database (ORD), a public repository of structured organic reaction records. describe an organic reaction: reactants, conditions, products, and yield The reactants are N#Cc1c(-c2ccccc2)nc(-c2cccc3c(Br)cccc23)[nH]c1=O, CC(C)(C)OC(=O)CBr, C1CCOC1, [H-], [Na+]. The product is CC(C)(C)OC(=O)Cn1c(-c2cccc3c(Br)cccc23)nc(-c2ccccc2)c(C#N)c1=O. RXN SMILES: [Br:1][c:2]1[c:3]2[cH:4][cH:5][cH:6][c:7](-[c:12]3[nH:13][c:14](=[O:26])[c:15]([C:24]#[N:25])[c:16](-[c:18]4[cH:19][cH:20][cH:21][cH:22][cH:23]4)[n:17]3)[c:8]2[cH:9][cH:10][cH:11]1.[Br:29][CH2:30][C:31](=[O:32])[O:33][C:34]([CH3:35])([CH3:36])[CH3:37].[CH2:38]1[O:39][CH2:40][CH2:41][CH2:42]1.[H-:27].[Na+:28]>>[Br:1][c:2]1[c:3]2[cH:4][cH:5][cH:6][c:7](-[c:12]3[n:13]([CH2:30][C:31](=[O:32])[O:33][C:34]([CH3:35])([CH3:36])[CH3:37])[c:14](=[O:26])[c:15]([C:24]#[N:25])[c:16](-[c:18]4[cH:19][cH:20][cH:21][cH:22][cH:23]4)[n:17]3)[c:8]2[cH:9][cH:10][cH:11]1. Reactants: Brc1ccc2nccc(I)c2c1, O=C([O-])[O-], C1COCCO1, [K+], [K+], OB(O)c1ccncc1. The product is Brc1ccc2nccc(-c3ccncc3)c2c1. Reaction SMILES: [Br:1][c:2]1[cH:3][c:4]2[c:5]([I:12])[cH:6][cH:7][n:8][c:9]2[cH:10][cH:11]1.[C:22](=[O:23])([O-:24])[O-:25].[CH2:28]1[O:29][CH2:30][CH2:31][O:32][CH2:33]1.[K+:26].[K+:27].[n:13]1[cH:14][cH:15][c:16]([B:19]([OH:20])[OH:21])[cH:17][cH:18]1>>[Br:1][c:2]1[cH:3][c:4]2[c:5](-[c:16]3[cH:15][cH:14][n:13][cH:18][cH:17]3)[cH:6][cH:7][n:8][c:9]2[cH:10][cH:11]1. The reactants are C(C)OC=1C=C(C=C2C=C(NC12)C=1SC(CN1)CC(=O)OCC)OC=1C=NC(=CC1)S(=O)(=O)C (ethyl [2-(7-ethoxy-5-{[6-(methylsulfonyl)pyridin-3-yl]oxy}-1H-indol-2-yl)-4,5-dihydro-1,3-thiazol-5-yl]acetate), CO (methanol), ice, [BH4-].[Li+] (lithium borohydride), [BH4-].[Li+] (lithium borohydride). Run in O1CCCC1 (tetrahydrofuran). Reaction conditions: time 4 hour. Product: C(C)OC=1C=C(C=C2C=C(NC12)C=1SC(CN1)CCO)OC=1C=NC(=CC1)S(=O)(=O)C (2-[2-(7-Ethoxy-5-{[6-(methylsulfonyl)pyridin-3-yl]oxy}-1H-indol-2-yl)-4,5-dihydro-1,3-thiazol-5-yl]ethanol). The yield is 53.6%. Reaction SMILES: [CH2:1]([O:3][C:4]1[CH:5]=[C:6]([O:24][C:25]2[CH:26]=[N:27][C:28]([S:31]([CH3:34])(=[O:33])=[O:32])=[CH:29][CH:30]=2)[CH:7]=[C:8]2[C:12]=1[NH:11][C:10]([C:13]1[S:14][CH:15]([CH2:18][C:19](OCC)=[O:20])[CH2:16][N:17]=1)=[CH:9]2)[CH3:2].CO.[BH4-].[Li+]>O1CCCC1>[CH2:1]([O:3][C:4]1[CH:5]=[C:6]([O:24][C:25]2[CH:26]=[N:27][C:28]([S:31]([CH3:34])(=[O:32])=[O:33])=[CH:29][CH:30]=2)[CH:7]=[C:8]2[C:12]=1[NH:11][C:10]([C:13]1[S:14][CH:15]([CH2:18][CH2:19][OH:20])[CH2:16][N:17]=1)=[CH:9]2)[CH3:2] |f:2.3|. Reported procedure: To an ice-cooled and stirred solution of ethyl [2-(7-ethoxy-5-{[6-(methylsulfonyl)pyridin-3-yl]oxy}-1H-indol-2-yl)-4,5-dihydro-1,3-thiazol-5-yl]acetate (110 mg) in tetrahydrofuran (8 mL)-methanol (2 mL) was added lithium borohydride (25 mg), and the mixture was stirred at room temperature for 4 h, followed by an addition of lithium borohydride (25 mg). After stirring at room temperature for 3 h, the reaction mixture was partitioned between ethyl acetate and aqueous citric acid solution. The orga... The reactants are BrC1=CN=C2N1N=C(C=C2)Cl (3-bromo-6-chloroimidazo[1,2-b]-pyridazine), [SnH3]C1=CC2=NC=CC=C2O1 (2-stannylfuro[3,2-b]pyridine). Reagents/catalysts: [Cu]I (copper (I) iodide), C1=CC=C(C=C1)P(C2=CC=CC=C2)C3=CC=CC=C3.C1=CC=C(C=C1)P(C2=CC=CC=C2)C3=CC=CC=C3.Cl[Pd]Cl (bis(triphenylphosphine) palladium(II)chloride). The solvent is C1CCOC1 (THF). Yields the product ClC=1C=CC=2N(N1)C(=CN2)C2=CC1=NC=CC=C1O2 (6-Chloro-3-(furo[3,2-b]pyridin-2-yl)imidazo[1,2-b]pyridazine). The yield is 57.3%. As a reaction SMILES: Br[C:2]1[N:6]2[N:7]=[C:8]([Cl:11])[CH:9]=[CH:10][C:5]2=[N:4][CH:3]=1.[SnH3][C:13]1[O:21][C:20]2[C:15](=[N:16][CH:17]=[CH:18][CH:19]=2)[CH:14]=1>C1COCC1.[Cu]I.C1C=CC(P(C2C=CC=CC=2)C2C=CC=CC=2)=CC=1.C1C=CC(P(C2C=CC=CC=2)C2C=CC=CC=2)=CC=1.Cl[Pd]Cl>[Cl:11][C:8]1[CH:9]=[CH:10][C:5]2[N:6]([C:2]([C:13]3[O:21][C:20]4[C:15](=[N:16][CH:17]=[CH:18][CH:19]=4)[CH:14]=3)=[CH:3][N:4]=2)[N:7]=1 |f:4.5.6|. Reported procedure: In an inert atmosphere, 3.0 g (12.9 mmol) of 3-bromo-6-chloroimidazo[1,2-b]-pyridazine, 6.85 g (16.8 mmol) of the crude 2-stannylfuro[3,2-b]pyridine, 246 mg (1.29 mmol) copper (I) iodide and 453 mg (0.645 mmol) bis(triphenylphosphine) palladium(II)chloride in 100 mL of THF was stirred over night at 85° C. in a sealed pressure tube. The solvent was evaporated, the obtained solid was digested in dichloromethane/methanol and filtered off. The solid was washed with methanol and hexane to give 2 g of... Reactants: BrC1=CC=C2CCC(C2=C1)=O (6-bromo-indanone), CN(C=O)C (dimethylformamide), [Cu](C#N)C#N (copper cyanide), O (water). Solvent: C(Cl)Cl (methylene chloride). Reaction conditions: time 15 minute. The product is O=C1CCC2=CC=C(C=C12)C#N (1-oxo-6-indanecarbonitrile). Reaction SMILES: Br[C:2]1[CH:10]=[C:9]2[C:5]([CH2:6][CH2:7][C:8]2=[O:11])=[CH:4][CH:3]=1.[CH3:12][N:13](C)C=O.[Cu](C#N)C#N.O>C(Cl)Cl>[O:11]=[C:8]1[C:9]2[C:5](=[CH:4][CH:3]=[C:2]([C:12]#[N:13])[CH:10]=2)[CH2:6][CH2:7]1. Reported procedure: 2 g of 6-bromo-indanone, 10 ml of dimethylformamide and 3 g of copper cyanide are taken to reflux for 20 hours. At 20° C. the reaction mixture is poured into 40 ml of water and 30 ml of methylene chloride, agitated for 15 minutes and filtered on celite. The filtrate is decanted and re-extracted with methylene chloride. The organic phase is washed with water, dried, brought to dryness under reduced pressure and the residue is chromatographed on silica in a hexane-ethyl acetate mixture as eluant (... Starting materials: N1C(=O)NC(=O)C=C1 (uracil), C1(=CC=CC=C1)C(CN=C=O)C1=CC=CC=C1 (2,2-diphenylethyl isocyanate). Solvent: ClCCl (dichloromethane). Yields the product C1(=CC=CC=C1)C(CNC(=O)N1C(NC(C=C1)=O)=O)C1=CC=CC=C1 (N-(2,2-diphenylethyl)-2,4-dioxo-pyrimidine-1-carboxamide). The yield is 76.0%. As a reaction SMILES: [NH:1]1[CH:8]=[CH:7][C:5](=[O:6])[NH:4][C:2]1=[O:3].[C:9]1([CH:15]([C:20]2[CH:25]=[CH:24][CH:23]=[CH:22][CH:21]=2)[CH2:16][N:17]=[C:18]=[O:19])[CH:14]=[CH:13][CH:12]=[CH:11][CH:10]=1>ClCCl>[C:9]1([CH:15]([C:20]2[CH:25]=[CH:24][CH:23]=[CH:22][CH:21]=2)[CH2:16][NH:17][C:18]([N:1]2[CH:8]=[CH:7][C:5](=[O:6])[NH:4][C:2]2=[O:3])=[O:19])[CH:10]=[CH:11][CH:12]=[CH:13][CH:14]=1. Reported procedure: The title compound was obtained according to the procedure described for the synthesis of Example 1, starting from uracil (0.37 g, 3.34 mmol); 1.3 equivalents of 2,2-diphenylethyl isocyanate were used herein. The crude was taken up in dichloromethane; the title compound precipitated and was filtered off. The title compound (0.85 g, 76%) was isolated as white powder. 1H NMR (400 MHz, DMSO-d6): δ 3.97 (dd, J=8, 0, 5.5 Hz, 2H), 4.32 (t, J=7.9 Hz, 1H), 5.78 (d, J=8.4 Hz, 1H), 7.17-7.25 (m, 2H), 7.27... The reactants are C1CCOC1, C=C(C)C1NC(=O)CC(c2cc(Cl)ccc2OCC(=O)OC)C12C(=O)Nc1cc(Cl)ccc12, [Na+], [OH-]. Yields the product C=C(C)C1NC(=O)CC(c2cc(Cl)ccc2OCC(=O)O)C12C(=O)Nc1cc(Cl)ccc12. RXN SMILES: [CH2:36]1[O:37][CH2:38][CH2:39][CH2:40]1.[Cl:1][c:2]1[cH:3][cH:4][c:5]2[c:9]([cH:10]1)[NH:8][C:7](=[O:11])[C:6]21[CH:12]([C:31](=[CH2:32])[CH3:33])[NH:13][C:14](=[O:30])[CH2:15][CH:16]1[c:17]1[c:18]([O:24][CH2:25][C:26](=[O:27])[O:28][CH3:29])[cH:19][cH:20][c:21]([Cl:23])[cH:22]1.[Na+:35].[OH-:34]>>[Cl:1][c:2]1[cH:3][cH:4][c:5]2[c:9]([cH:10]1)[NH:8][C:7](=[O:11])[C:6]21[CH:12]([C:31](=[CH2:32])[CH3:33])[NH:13][C:14](=[O:30])[CH2:15][CH:16]1[c:17]1[c:18]([O:24][CH2:25][C:26](=[O:27])[OH:28])[cH:19][cH:20][c:21]([Cl:23])[cH:22]1. Starting materials: NC[C@H]1CN(C[C@H]1O)CCN1C(C=CC2=NC=C(C=C12)F)=O (1-{2-[(3S,4S)-3-(Aminomethyl)-4-hydroxy-1-pyrrolidinyl]ethyl}-7-fluoro-1,5-naphthyridin-2(1H)-one), C(C)(=O)O[BH-](OC(C)=O)OC(C)=O.[Na+] (sodium triacetoxyborohydride), C(Cl)Cl (DCM), O1CCOC=2C=NC(=CC21)C=O (2,3-dihydro[1,4]dioxino[2,3-c]pyridine-7-carboxaldehyde), C([O-])([O-])=O.[Na+].[Na+] (sodium carbonate). The solvent is CO (MeOH). Reaction conditions: time 18 hour. Yields the product Cl.O1CCOC=2C=NC(=CC21)CNC[C@H]2CN(C[C@H]2O)CCN2C(C=CC1=NC=C(C=C21)F)=O (1-[2-((3S,4S)-3-{[(2,3-dihydro[1,4]dioxino[2,3-c]pyridin-7-ylmethyl)amino]methyl}-4-hydroxy-1-pyrrolidinyl)ethyl]-7-fluoro-1,5-naphthyridin-2(1H)-one Hydrochloride). Isolated yield 28.0%. RXN SMILES: [NH2:1][CH2:2][C@@H:3]1[C@H:7]([OH:8])[CH2:6][N:5]([CH2:9][CH2:10][N:11]2[C:20]3[C:15](=[N:16][CH:17]=[C:18]([F:21])[CH:19]=3)[CH:14]=[CH:13][C:12]2=[O:22])[CH2:4]1.[O:23]1[C:32]2[CH:31]=[C:30]([CH:33]=O)[N:29]=[CH:28][C:27]=2[O:26][CH2:25][CH2:24]1.C(=O)([O-])[O-].[Na+].[Na+].C(O[BH-](OC(=O)C)OC(=O)C)(=O)C.[Na+].C(Cl)[Cl:56]>CO>[ClH:56].[O:23]1[C:32]2[CH:31]=[C:30]([CH2:33][NH:1][CH2:2][C@@H:3]3[C@H:7]([OH:8])[CH2:6][N:5]([CH2:9][CH2:10][N:11]4[C:20]5[C:15](=[N:16][CH:17]=[C:18]([F:21])[CH:19]=5)[CH:14]=[CH:13][C:12]4=[O:22])[CH2:4]3)[N:29]=[CH:28][C:27]=2[O:26][CH2:25][CH2:24]1 |f:2.3.4,5.6,9.10|. Procedure: 1-{2-[(3S,4S)-3-(Aminomethyl)-4-hydroxy-1-pyrrolidinyl]ethyl}-7-fluoro-1,5-naphthyridin-2(1H)-one (110 mg, 0.359 mmol) and 2,3-dihydro[1,4]dioxino[2,3-c]pyridine-7-carboxaldehyde (for a synthesis see WO2004058144, Example 2(c) or WO03/087098, Example 19(d)) (65 mg; 0.395 mmol) were combined in anhydrous DCM (ml) and anhydrous MeOH (1 ml) with a spatula of solid sodium carbonate. The reaction mixture was stirred under nitrogen for 18 h then sodium triacetoxyborohydride (239 mg, 1.08 mmol) was add... The reactants are Cl (hydrochloric acid), C([O-])(O)=O.[Na+] (sodium bicarbonate), ice, CC(CCC1=CC=CC=C1)N=C(C(=O)C1=CC(=CS1)C(=O)N)C (5-[2-[(1-methyl-3-phenylpropyl)imino]-1-oxopropyl]thiophene-3-carboxamide), [BH4-].[Na+] (sodium borohydride), Cl (hydrogen chloride). The solvent is C(C)(=O)OCC (ethyl acetate), CO (methanol). Reaction conditions: time 1 hour. The product is Cl.OC(C(C)NC(CCC1=CC=CC=C1)C)C1=CC(=CS1)C(=O)N (5-[1-Hydroxy-2-[(1-methyl-3-phenylpropyl)amino]propyl]thiophene-3-carboxamide hydrochloride). RXN SMILES: [CH3:1][CH:2]([N:11]=[C:12]([CH3:23])[C:13]([C:15]1[S:19][CH:18]=[C:17]([C:20]([NH2:22])=[O:21])[CH:16]=1)=[O:14])[CH2:3][CH2:4][C:5]1[CH:10]=[CH:9][CH:8]=[CH:7][CH:6]=1.[BH4-].[Na+].[ClH:26].C(=O)(O)[O-].[Na+]>CO.C(OCC)(=O)C>[ClH:26].[OH:14][CH:13]([C:15]1[S:19][CH:18]=[C:17]([C:20]([NH2:22])=[O:21])[CH:16]=1)[CH:12]([NH:11][CH:2]([CH3:1])[CH2:3][CH2:4][C:5]1[CH:10]=[CH:9][CH:8]=[CH:7][CH:6]=1)[CH3:23] |f:1.2,4.5,8.9|. Procedure details: An ice-cold solution of 5-[2-[(1-methyl-3-phenylpropyl)imino]-1-oxopropyl]thiophene-3-carboxamide (0.7 g) in methanol (50 ml) was treated portionwise with sodium borohydride (0.76 g), stirred at 0° for 1 h, poured onto ice, acidified with dilute hydrochloric acid (2 N), neutralised with aqueous sodium bicarbonate (8%), and extracted with ethyl acetate (2×300 ml). The extract was washed with brine (50 ml) and evaporated to a small volume (ca. 20 ml) to deposit a fine white solid (0.47 g) which wa... The reactants are O=C(Cl)OCc1ccccc1, CCOC(=O)C1Cc2ccc(N)cc2NC1=O, [Na+], [Na+], O=C([O-])[O-], O. Product: CCOC(=O)C1Cc2ccc(NC(=O)OCc3ccccc3)cc2NC1=O. RXN SMILES: [CH2:24]([c:25]1[cH:26][cH:27][cH:28][cH:29][cH:30]1)[O:31][C:32](=[O:33])[Cl:34].[NH2:1][c:2]1[cH:3][cH:4][c:5]2[c:10]([cH:11]1)[NH:9][C:8](=[O:12])[CH:7]([C:13](=[O:14])[O:15][CH2:16][CH3:17])[CH2:6]2.[Na+:18].[Na+:19].[O-:20][C:21](=[O:22])[O-:23].[OH2:35]>>[NH:1]([c:2]1[cH:3][cH:4][c:5]2[c:10]([cH:11]1)[NH:9][C:8](=[O:12])[CH:7]([C:13](=[O:14])[O:15][CH2:16][CH3:17])[CH2:6]2)[C:32]([O:31][CH2:24][c:25]1[cH:26][cH:27][cH:28][cH:29][cH:30]1)=[O:33].